This data is from the Open Reaction Database (ORD), a public repository of structured organic reaction records. The task is: describe an organic reaction: reactants, conditions, products, and yield Starting materials: O=S(=O)(Cl)c1cnc(Cl)c(Br)c1, CO, N. RXN SMILES: [Br:1][c:2]1[cH:3][c:4]([S:9](=[O:10])(=[O:11])[Cl:12])[cH:5][n:6][c:7]1[Cl:8].[CH3:14][OH:15].[NH3:13]>>[Br:1][c:2]1[cH:3][c:4]([S:9](=[O:10])(=[O:11])[NH2:13])[cH:5][n:6][c:7]1[Cl:8]. Yields the product NS(=O)(=O)c1cnc(Cl)c(Br)c1. Starting materials: CC(C)CC(NCC(C)(C)C)C(=O)OC(C)(C)C, Cl, C1COCCO1. Yields the product CC(C)CC(NCC(C)(C)C)C(=O)O. As a reaction SMILES: [CH3:1][CH:2]([CH2:3][CH:4]([C:5](=[O:6])[O:7][C:8]([CH3:9])([CH3:10])[CH3:11])[NH:12][CH2:13][C:14]([CH3:15])([CH3:16])[CH3:17])[CH3:18].[ClH:19].[O:20]1[CH2:21][CH2:22][O:23][CH2:24][CH2:25]1>>[CH3:1][CH:2]([CH2:3][CH:4]([C:5](=[O:6])[OH:7])[NH:12][CH2:13][C:14]([CH3:15])([CH3:16])[CH3:17])[CH3:18]. The reactants are CN(C)CC1CCN(CC1)C(=O)NC1=NC=NC(=C1)OC1=C(C=C(C=C1)[N+](=O)[O-])F (4-{[4-(Dimethylaminomethyl)piperidin-1-yl]carbonylamino}-6-(2-fluoro-4-nitrophenoxy)pyrimidine). Reagents/catalysts: [OH-].[Pd+2].[OH-].[C] (palladium hydroxide carbon). The solvent is O1CCCC1 (tetrahydrofuran). Run at time 8 hour. Product: NC1=CC(=C(OC2=NC=NC(=C2)NC(=O)N2CCC(CC2)CN(C)C)C=C1)F (4-(4-Amino-2-fluorophenoxy)-6-{[4-(dimethylaminomethyl)piperidin-1-yl]carbonylamino}pyrimidine). Isolated yield 93.5%. Reaction SMILES: [CH3:1][N:2]([CH2:4][CH:5]1[CH2:10][CH2:9][N:8]([C:11]([NH:13][C:14]2[CH:19]=[C:18]([O:20][C:21]3[CH:26]=[CH:25][C:24]([N+:27]([O-])=O)=[CH:23][C:22]=3[F:30])[N:17]=[CH:16][N:15]=2)=[O:12])[CH2:7][CH2:6]1)[CH3:3]>O1CCCC1.[OH-].[Pd+2].[OH-].[C]>[NH2:27][C:24]1[CH:25]=[CH:26][C:21]([O:20][C:18]2[CH:19]=[C:14]([NH:13][C:11]([N:8]3[CH2:7][CH2:6][CH:5]([CH2:4][N:2]([CH3:3])[CH3:1])[CH2:10][CH2:9]3)=[O:12])[N:15]=[CH:16][N:17]=2)=[C:22]([F:30])[CH:23]=1 |f:2.3.4.5|. Reported procedure: 4-{[4-(Dimethylaminomethyl)piperidin-1-yl]carbonylamino}-6-(2-fluoro-4-nitrophenoxy)pyrimidine (136 mg) was dissolved in tetrahydrofuran (15 ml). After adding 20% palladium hydroxide-carbon (100 mg), the mixture was stirred overnight under a hydrogen atmosphere. The catalyst was filtered and washed with tetrahydrofuran. The filtrate and the washings were combined and concentrated under reduced pressure, and the resultant residue was dried under reduced pressure to provide the title compound (118... Run in O1CCCC1 (tetrahydrofuran). Reactants: [Si](C1=CC=CC=C1)(C1=CC=CC=C1)(C(C)(C)C)OC1CC2C(C2C1)C(C)=O (1-(3-((tert-butyldiphenylsilyl)oxy)bicyclo[3.1.0]hexan-6-yl)ethanone), C[Si](C)(C)[N-][Si](C)(C)C.[Li+] (lithium bis(trimethylsilyl)amide), C(C(=O)OCC)(=O)OCC (diethyl oxalate). Procedure details: To a solution of 1-(3-((tert-butyldiphenylsilyl)oxy)bicyclo[3.1.0]hexan-6-yl)ethanone (27 g, 71 mmol) in anhydrous tetrahydrofuran (300 mL) was added lithium bis(trimethylsilyl)amide (106 mL, 106 mmol, 1 M in tetrahydrofuran) slowly at −78° C. under nitrogen. After 0.5 h, diethyl oxalate (15.63 g, 107.0 mmol) was added, and the reaction mixture was warmed to room temperature. After 6 h, the reaction mixture was quenched with 3 M aqueous hydrochloric acid until the solution reached pH ˜3. The mix... The yield is 117.7%. Yields the product [Si](C1=CC=CC=C1)(C1=CC=CC=C1)(C(C)(C)C)OC1CC2C(C2C1)C(CC(C(=O)OCC)=O)=O (ethyl 4-(3-((tert-butyldiphenylsilyl)oxy)bicyclo[3.1.0]hexan-6-yl)-2,4-dioxobutanoate). Run at time 0.5 hour. As a reaction SMILES: [Si:1]([O:18][CH:19]1[CH2:24][CH:23]2[CH:21]([CH:22]2[C:25](=[O:27])[CH3:26])[CH2:20]1)([C:14]([CH3:17])([CH3:16])[CH3:15])([C:8]1[CH:13]=[CH:12][CH:11]=[CH:10][CH:9]=1)[C:2]1[CH:7]=[CH:6][CH:5]=[CH:4][CH:3]=1.C[Si]([N-][Si](C)(C)C)(C)C.[Li+].[C:38](OCC)(=[O:44])[C:39]([O:41][CH2:42][CH3:43])=[O:40]>O1CCCC1>[Si:1]([O:18][CH:19]1[CH2:24][CH:23]2[CH:21]([CH:22]2[C:25](=[O:27])[CH2:26][C:38](=[O:44])[C:39]([O:41][CH2:42][CH3:43])=[O:40])[CH2:20]1)([C:14]([CH3:17])([CH3:16])[CH3:15])([C:8]1[CH:13]=[CH:12][CH:11]=[CH:10][CH:9]=1)[C:2]1[CH:7]=[CH:6][CH:5]=[CH:4][CH:3]=1 |f:1.2|.